Dataset: the Open Reaction Database (ORD), a public repository of structured organic reaction records. Task: describe an organic reaction: reactants, conditions, products, and yield Product: OC(CN1C[C@H](CCC1)C(=O)O)C1=CC=C(C=C1)C1=NOC(=N1)C1=C(C(=NO1)C1=NC(=CC=C1)C)C(F)(F)F ((3S)-1-(2-hydroxy-2-(4-(5-(3-(6-methylpyridin-2-yl)-4-(trifluoromethyl)isoxazol-5-yl)-1,2,4-oxadiazol-3-yl)phenyl)ethyl)piperidine-3-carboxylic acid). The reactants are OC(CN1C[C@H](CCC1)C(=O)OCC)C1=CC=C(C=C1)/C(/N)=N/O ((3S)-ethyl 1-(2-hydroxy-2-(4-((Z)—N′-hydroxycarbamimidoyl)phenyl)ethyl)piperidine-3-carboxylate), 14B, Cl (HCl), CC1=CC=CC(=N1)C1=NOC(=C1C(F)(F)F)C(=O)O (3-(6-methylpyridin-2-yl)-4-(trifluoromethyl)isoxazole-5-carboxylic acid), CCN(C(C)C)C(C)C (DIEA), C1COC(=O)N1P(=O)(N2CCOC2=O)Cl (BOP—Cl), CCCC[N+](CCCC)(CCCC)CCCC.[F-].C1CCOC1 (TBAF THF). Reported procedure: To a mixture of 3-(6-methylpyridin-2-yl)-4-(trifluoromethyl)isoxazole-5-carboxylic acid (100 mg, 0.367 mmol) and DIEA (0.128 mL, 0.735 mmol) in DMF (3 mL) was added BOP—Cl (103 mg, 0.404 mmol). After 15 minutes, (3S)-ethyl 1-(2-hydroxy-2-(4-((Z)—N′-hydroxycarbamimidoyl)phenyl)ethyl)piperidine-3-carboxylate, (refer to Preparation 14B) (136 mg, 0.404 mmol) was added. The reaction mixture was stirred at room temperature. After 1 hour, 1M TBAF/THF (0.367 mL, 0.367 mmol) was added and the reaction mi... Reaction SMILES: [CH3:1][C:2]1[N:7]=[C:6]([C:8]2[C:12]([C:13]([F:16])([F:15])[F:14])=[C:11]([C:17]([OH:19])=O)[O:10][N:9]=2)[CH:5]=[CH:4][CH:3]=1.CCN(C(C)C)C(C)C.C1N(P(Cl)(N2C(=O)OCC2)=O)C(=O)OC1.[OH:44][CH:45]([C:58]1[CH:63]=[CH:62][C:61](/[C:64](=[N:66]/O)/[NH2:65])=[CH:60][CH:59]=1)[CH2:46][N:47]1[CH2:52][CH2:51][CH2:50][C@H:49]([C:53]([O:55]CC)=[O:54])[CH2:48]1.CCCC[N+](CCCC)(CCCC)CCCC.[F-].C1COCC1.Cl>CN(C=O)C.C(OCC)(=O)C.CC#N>[OH:44][CH:45]([C:58]1[CH:59]=[CH:60][C:61]([C:64]2[N:66]=[C:17]([C:11]3[O:10][N:9]=[C:8]([C:6]4[CH:5]=[CH:4][CH:3]=[C:2]([CH3:1])[N:7]=4)[C:12]=3[C:13]([F:14])([F:15])[F:16])[O:19][N:65]=2)=[CH:62][CH:63]=1)[CH2:46][N:47]1[CH2:52][CH2:51][CH2:50][C@H:49]([C:53]([OH:55])=[O:54])[CH2:48]1 |f:4.5.6|. Reaction conditions: time 15 minute. Solvent: C(C)(=O)OCC (ethyl acetate), CC#N (MeCN), CN(C)C=O (DMF).